This data is from the Open Reaction Database (ORD), a public repository of structured organic reaction records. The task is: describe an organic reaction: reactants, conditions, products, and yield Starting materials: B(F)(F)F.O(CC)CC (BF3 OEt2), B(F)(F)F.O(CC)CC (BF3 OEt2), C1(CCCCC1)C(C)O (1-cyclohexylethanol), CC1(C)CO1 (isobutylene oxide). Run in C1CCCCC1 (cyclohexane). Run at temperature 0 celsius, time 30 minute. The product is C1(CCCCC1)C(C)OC(CO)(C)C (2-(1-cyclohexylethoxy)-2-methyl-1-propanol). Yield: 66.1%. Reaction SMILES: B(F)(F)F.O(CC)CC.[CH:10]1([CH:16]([OH:18])[CH3:17])[CH2:15][CH2:14][CH2:13][CH2:12][CH2:11]1.[CH3:19][C:20]1([O:23][CH2:22]1)[CH3:21]>C1CCCCC1>[CH:10]1([CH:16]([O:18][C:20]([CH3:21])([CH3:19])[CH2:22][OH:23])[CH3:17])[CH2:15][CH2:14][CH2:13][CH2:12][CH2:11]1 |f:0.1|. Procedure: BF3—OEt2 (2.0 ml) is added dropwise to a solution of 1-cyclohexylethanol (16.6 g, 127.0 mmol) and isobutylene oxide (2.9 g, 40.0 mmol) in cyclohexane (20 ml) that has been cooled to 0° C. The reaction mixture is now stirred at 0° C. for a further 30 minutes, and further, BF3—OEt2 (2.0 ml) is then added. After a further 3 hours at 0° C., the cooling is removed and the reaction solution is washed once with 1 M NaOH (15 ml). The organic phase is dried over Na2SO4, filtered off and freed from solven...